This data is from the Open Reaction Database (ORD), a public repository of structured organic reaction records. The task is: describe an organic reaction: reactants, conditions, products, and yield The reactants are C(C)(C)(C)OC(=O)N1C(O[C@@H]([C@@H]1CF)C1=CC=C(C=C1)I)(C)C ((4R,5R)-4-Fluoromethyl-5-(4-iodo-phenyl)-2,2-dimethyl-oxazolidine-3-carboxylic acid tert-butyl ester), C[S-].[Na+] (Sodium thiomethoxide), [Na+].N1[C@H](C(=O)[O-])CCC1 (L-proline sodium salt). The reagents and catalysts are [Cu]I (CuI). The solvent is CS(=O)C (DMSO). Reaction conditions: temperature 90 celsius. The product is C(C)(C)(C)OC(=O)N1C(O[C@@H]([C@@H]1CF)C1=CC=C(C=C1)SC)(C)C ((4R,5R)-4-Fluoromethyl-2,2-dimethyl-5-(4-methylsulfanyl-phenyl)-oxazolidine-3-carboxylic acid tert-butyl ester). Yield: 86.8%. RXN SMILES: [C:1]([O:5][C:6]([N:8]1[C@@H:12]([CH2:13][F:14])[C@@H:11]([C:15]2[CH:20]=[CH:19][C:18](I)=[CH:17][CH:16]=2)[O:10][C:9]1([CH3:23])[CH3:22])=[O:7])([CH3:4])([CH3:3])[CH3:2].[CH3:24][S-:25].[Na+].[Na+].N1CCC[C@H]1C([O-])=O>CS(C)=O.[Cu]I>[C:1]([O:5][C:6]([N:8]1[C@@H:12]([CH2:13][F:14])[C@@H:11]([C:15]2[CH:20]=[CH:19][C:18]([S:25][CH3:24])=[CH:17][CH:16]=2)[O:10][C:9]1([CH3:23])[CH3:22])=[O:7])([CH3:4])([CH3:3])[CH3:2] |f:1.2,3.4|. Procedure details: To a solution of (4R,5R)-4-Fluoromethyl-5-(4-iodo-phenyl)-2,2-dimethyl-oxazolidine-3-carboxylic acid tert-butyl ester (2.4 g, 5.51 mmol) in DMSO (40 mL) is added Sodium thiomethoxide (0.463 g, 6.621 mmol), CuI (0.105 g, 0.552 mmol) and L-proline sodium salt (0.151 g, 1.103 mmol) and heated the mixture at 90° C. for 24 h. Reaction mixture is quenched with water and extracted with ethyl acetate. Organic layer is washed with brine and dried over sodium sulphate, concentrated and purified by CombiFl... Starting materials: CC(=O)[O-], O=CO, Fc1cnc(COc2ccnc(Cl)c2)c(F)c1, [NH4+]. Yields the product O=c1cc(OCc2ncc(F)cc2F)cc[nH]1. RXN SMILES: [CH3:19][C:20]([O-:21])=[O:22].[CH:23]([OH:24])=[O:25].[Cl:1][c:2]1[n:3][cH:4][cH:5][c:6]([O:8][CH2:9][c:10]2[n:11][cH:12][c:13]([F:17])[cH:14][c:15]2[F:16])[cH:7]1.[NH4+:18]>>[c:2]1(=[O:21])[nH:3][cH:4][cH:5][c:6]([O:8][CH2:9][c:10]2[n:11][cH:12][c:13]([F:17])[cH:14][c:15]2[F:16])[cH:7]1. Reaction SMILES: [CH3:20][N:21]([CH3:22])[CH:23]=[O:24].[F:1][c:2]1[cH:3][c:4]2[cH:5][c:6]([C:11](=[O:12])[O:13][CH2:14][CH3:15])[nH:7][c:8]2[cH:9][cH:10]1.[I:16][CH2:17][CH3:18].[OH2:19]>>[F:1][c:2]1[cH:3][c:4]2[cH:5][c:6]([C:11](=[O:12])[O:13][CH2:14][CH3:15])[n:7]([CH2:17][CH3:18])[c:8]2[cH:9][cH:10]1. The product is CCOC(=O)c1cc2cc(F)ccc2n1CC. Starting materials: CN(C)C=O, CCOC(=O)c1cc2cc(F)ccc2[nH]1, CCI, O. Reactants: COC(=O)C1=C(c2ccc(OC)cc2)C2CCCCC2c2cc(OC)ccc21, CC(=O)O, CO, CCOC(C)=O, [H][H]. Product: COC(=O)C1c2ccc(OC)cc2C2CCCCC2C1c1ccc(OC)cc1. RXN SMILES: [CH3:1][O:2][C:3](=[O:4])[C:5]1=[C:18]([c:19]2[cH:20][cH:21][c:22]([O:25][CH3:26])[cH:23][cH:24]2)[CH:17]2[CH:12]([c:11]3[c:6]1[cH:7][cH:8][c:9]([O:27][CH3:28])[cH:10]3)[CH2:13][CH2:14][CH2:15][CH2:16]2.[CH3:29][C:30](=[O:31])[OH:32].[CH3:33][OH:34].[CH3:37][CH2:38][O:39][C:40](=[O:41])[CH3:42].[H:35][H:36]>>[CH3:1][O:2][C:3](=[O:4])[CH:5]1[c:6]2[cH:7][cH:8][c:9]([O:27][CH3:28])[cH:10][c:11]2[CH:12]2[CH2:13][CH2:14][CH2:15][CH2:16][CH:17]2[CH:18]1[c:19]1[cH:20][cH:21][c:22]([O:25][CH3:26])[cH:23][cH:24]1. Starting materials: C(C)N(C(=O)C1CN2C(C3(C1CC2)OCCO3)C(C3=CC=CC=C3)C3=CC=CC=C3)CC (N,N-Diethyl-6-diphenylmethyl-5,5-ethylenedioxy-1 -azabicyclo-[2.2.2]octane-3-carboxamide). The solvent is C[O-].[Na+] (sodium methoxide). The product is C1OC2(C3C(CN(C2)CC3)C(=O)N)OC1 (5,5-ethylenedioxy-1-azabicyclo[2.2.2]octane-3-carboxamide). Yield: 86.4%. RXN SMILES: C([N:3](CC)[C:4]([CH:6]1[CH:11]2[CH2:12][CH2:13][N:8]([CH:9](C(C3C=CC=CC=3)C3C=CC=CC=3)[C:10]32[O:17][CH2:16][CH2:15][O:14]3)[CH2:7]1)=[O:5])C>C[O-].[Na+]>[CH2:15]1[CH2:16][O:17][C:10]2([CH2:9][N:8]3[CH2:13][CH2:12][CH:11]2[CH:6]([C:4]([NH2:3])=[O:5])[CH2:7]3)[O:14]1 |f:1.2|. Procedure details: A suspension of 21 (9.8 g, 22 mmol) in sodium methoxide (28% in MeOH; 400 g) was heated at reflux temperature for 9 hours. The resulting solution was poured on ice (300 ml) and extracted with CH2Cl2 (150 ml) three times. The combined extracts were dried over sodium sulfate (Na2SO4) and concentrated. The clude was purified by recrystallization from ethanol (EtOH) to give 22 (1:4 mixture at 6-position ; 8.4 9, 19 mmol, 87%). The reactants are COC([C@@H](NC(C1=C(C=CC=C1Cl)Cl)=O)CC1=CC=C(C=C1)C1=C(C=CC=C1)S(=O)(=O)C)=O (N-(2,6-dichlorobenzoyl)-4-[2-(methylsulfonyl)phenyl]-L-phenylalanine methyl ester), [Li+].[OH-] (LiOH). The product is ClC1=C(C(=O)N[C@@H](CC2=CC=C(C=C2)C2=C(C=CC=C2)S(=O)(=O)C)C(=O)O)C(=CC=C1)Cl (N-(2,6-dichlorobenzoyl)-4-[2-(methylsulfonyl)phenyl]-L-phenylalanine). Reaction SMILES: C[O:2][C:3](=[O:33])[C@H:4]([CH2:16][C:17]1[CH:22]=[CH:21][C:20]([C:23]2[CH:28]=[CH:27][CH:26]=[CH:25][C:24]=2[S:29]([CH3:32])(=[O:31])=[O:30])=[CH:19][CH:18]=1)[NH:5][C:6](=[O:15])[C:7]1[C:12]([Cl:13])=[CH:11][CH:10]=[CH:9][C:8]=1[Cl:14].[Li+].[OH-]>>[Cl:14][C:8]1[CH:9]=[CH:10][CH:11]=[C:12]([Cl:13])[C:7]=1[C:6]([NH:5][C@H:4]([C:3]([OH:33])=[O:2])[CH2:16][C:17]1[CH:22]=[CH:21][C:20]([C:23]2[CH:28]=[CH:27][CH:26]=[CH:25][C:24]=2[S:29]([CH3:32])(=[O:31])=[O:30])=[CH:19][CH:18]=1)=[O:15] |f:1.2|. Procedure details: N-(2,6-dichlorobenzoyl)-4-[2-(methylsulfonyl)phenyl]-L-phenylalanine methyl ester was hydrolyzed with LiOH as described in Example 1-5) to yield N-(2,6-dichlorobenzoyl)-4-[2-(methylsulfonyl)phenyl]-L-phenylalanine (152B). ESMS: m/z 492 (MH+), 514 (M++Na), 491 (M−H)−. Reactants: O=C(CC(c1ccc(OCc2cccc(B(O)O)c2)cc1)c1ccon1)N1C(=O)OCC1Cc1ccccc1, [Cl-], CC(C)(C)OC(=O)N1CC=C(OS(=O)(=O)C(F)(F)F)CC1, [Li+], [Na+], [Na+], O=C([O-])[O-], O. Yields the product CC(C)(C)OC(=O)N1CC=C(c2cccc(COc3ccc(C(CC(=O)N4C(=O)OCC4Cc4ccccc4)c4ccon4)cc3)c2)CC1. RXN SMILES: [CH2:1]([c:2]1[cH:3][cH:4][cH:5][cH:6][cH:7]1)[CH:8]1[N:9]([C:14]([CH2:15][CH:16]([c:17]2[n:18][o:19][cH:20][cH:21]2)[c:22]2[cH:23][cH:24][c:25]([O:26][CH2:27][c:28]3[cH:29][c:30]([B:34]([OH:35])[OH:36])[cH:31][cH:32][cH:33]3)[cH:37][cH:38]2)=[O:39])[C:10](=[O:13])[O:11][CH2:12]1.[Cl-:68].[F:40][C:41]([F:42])([F:43])[S:44]([O:45][C:46]1=[CH:47][CH2:48][N:49]([C:52](=[O:53])[O:54][C:55]([CH3:56])([CH3:57])[CH3:58])[CH2:50][CH2:51]1)(=[O:59])=[O:60].[Li+:67].[Na+:61].[Na+:62].[O-:63][C:64](=[O:65])[O-:66].[OH2:69]>>[CH2:1]([c:2]1[cH:3][cH:4][cH:5][cH:6][cH:7]1)[CH:8]1[N:9]([C:14]([CH2:15][CH:16]([c:17]2[n:18][o:19][cH:20][cH:21]2)[c:22]2[cH:23][cH:24][c:25]([O:26][CH2:27][c:28]3[cH:29][c:30]([C:46]4=[CH:47][CH2:48][N:49]([C:52](=[O:53])[O:54][C:55]([CH3:56])([CH3:57])[CH3:58])[CH2:50][CH2:51]4)[cH:31][cH:32][cH:33]3)[cH:37][cH:38]2)=[O:39])[C:10](=[O:13])[O:11][CH2:12]1. Reactants: CCN(C(C)C)C(C)C (DIPEA), C(C)(C)(C)OC(CC(C(=O)NC(CC1=CNC2=CC=CC=C12)C(=O)OC(C)(C)C)N)=O (3-Amino-N-[1-tert-butoxycarbonyl-2-(1H-indol-3-yl)-ethyl]-succinamic acid tert-butyl ester), BrCC(=O)OC (methyl bromoacetate). Solvent: C1CCOC1 (THF), C1CCOC1 (THF). Reaction conditions: temperature 0 celsius, time 10 minute. Product: C(C)(C)(C)OC(CC(C(=O)NC(CC1=CNC2=CC=CC=C12)C(=O)OC(C)(C)C)N(C)C(=O)OC)=O (N-[1-tert-Butoxycarbonyl-2-(1H-indol-3-yl)-ethyl]-3-(methoxycarbonyl methyl-amino)-succinamic acid tert-butyl ester). Isolated yield 79.4%. As a reaction SMILES: [C:1]([O:5][C:6](=[O:31])[CH2:7][CH:8]([NH2:30])[C:9]([NH:11][CH:12]([C:23]([O:25][C:26]([CH3:29])([CH3:28])[CH3:27])=[O:24])[CH2:13][C:14]1[C:22]2[C:17](=[CH:18][CH:19]=[CH:20][CH:21]=2)[NH:16][CH:15]=1)=[O:10])([CH3:4])([CH3:3])[CH3:2].[CH3:32]CN(C(C)C)C(C)C.BrC[C:43]([O:45][CH3:46])=[O:44]>C1COCC1>[C:1]([O:5][C:6](=[O:31])[CH2:7][CH:8]([N:30]([C:43]([O:45][CH3:46])=[O:44])[CH3:32])[C:9]([NH:11][CH:12]([C:23]([O:25][C:26]([CH3:29])([CH3:28])[CH3:27])=[O:24])[CH2:13][C:14]1[C:22]2[C:17](=[CH:18][CH:19]=[CH:20][CH:21]=2)[NH:16][CH:15]=1)=[O:10])([CH3:4])([CH3:2])[CH3:3]. Procedure details: To a suspension of the dipeptide of Example 57 (100 mg, 0.23 mmol) in dry THF (2 mL) was added DIPEA (40 μL, 0.46 mmol). After the mixture became a homogenous solution, it was cooled to 0° C. and methyl bromoacetate (22 μL, 0.23 mmol) was introduced as a solution in dry THF (0.5 mL). The light suspension, which appeared shortly after, was stirred at 0° C. for 10 min and then at room temperature for 5 hours. The mixture was then concentrated in vacuum, dissolved in ethyl acetate and washed with H... The reactants are COc1cc(Br)cc(CCO)c1O, COc1cc(F)c(C(Nc2ccc(C(=N)N)cc2)c2nn(-c3ccccc3C(=O)O)c(=O)[nH]2)cc1OC, C[Si](C)(C)[N-][Si](C)(C)C, CCOC(C)=O, [Cl-], ClCBr, O=C(O)C(F)(F)F, [NH4+], [Na+], CN(C)C=O. The product is COc1cc(Br)cc2c1OCOCC2. Reaction SMILES: [Br:1][c:2]1[cH:3][c:4]([CH2:11][CH2:12][OH:13])[c:5]([OH:10])[c:6]([O:8][CH3:9])[cH:7]1.[C:21]([c:22]1[cH:23][cH:24][c:25]([NH:26][CH:27]([c:28]2[cH:29][c:30]([O:31][CH3:32])[c:33]([O:34][CH3:35])[cH:36][c:37]2[F:38])[c:39]2[nH:40][c:41](=[O:42])[n:43](-[c:44]3[cH:45][cH:46][cH:47][cH:48][c:49]3[C:50]([OH:51])=[O:52])[n:53]2)[cH:54][cH:55]1)(=[NH:56])[NH2:57].[CH3:58][Si:59]([N-:60][Si:61]([CH3:62])([CH3:63])[CH3:64])([CH3:65])[CH3:66].[CH3:78][CH2:79][O:80][C:81](=[O:82])[CH3:83].[Cl-:71].[Cl:68][CH2:69][Br:70].[F:14][C:15]([F:16])([F:17])[C:18]([OH:19])=[O:20].[NH4+:72].[Na+:67].[O:73]=[CH:74][N:75]([CH3:76])[CH3:77]>>[Br:1][c:2]1[cH:3][c:4]2[c:5]([c:6]([O:8][CH3:9])[cH:7]1)[O:10][CH2:15][O:13][CH2:12][CH2:11]2. Starting materials: CC(C)(C)NC(=O)c1cccc(CCl)c1, CC(C)(C)OC(=O)N1CCCNCC1, CCN(C(C)C)C(C)C, ClCCl, C1CCOC1. Product: CC(C)(C)NC(=O)c1cccc(CN2CCCN(C(=O)OC(C)(C)C)CC2)c1. As a reaction SMILES: [C:15]([CH3:16])([CH3:17])([CH3:18])[NH:19][C:20]([c:21]1[cH:22][c:23]([CH2:27][Cl:28])[cH:24][cH:25][cH:26]1)=[O:29].[C:1]([CH3:2])([CH3:3])([CH3:4])[O:5][C:6](=[O:7])[N:8]1[CH2:9][CH2:10][NH:11][CH2:12][CH2:13][CH2:14]1.[CH2:30]([N:31]([CH:32]([CH3:33])[CH3:34])[CH:35]([CH3:36])[CH3:37])[CH3:38].[Cl:44][CH2:45][Cl:46].[O:39]1[CH2:40][CH2:41][CH2:42][CH2:43]1>>[C:1]([CH3:2])([CH3:3])([CH3:4])[O:5][C:6](=[O:7])[N:8]1[CH2:9][CH2:10][N:11]([CH2:27][c:23]2[cH:22][c:21]([C:20]([NH:19][C:15]([CH3:16])([CH3:17])[CH3:18])=[O:29])[cH:26][cH:25][cH:24]2)[CH2:12][CH2:13][CH2:14]1.